This data is from the Open Reaction Database (ORD), a public repository of structured organic reaction records. The task is: describe an organic reaction: reactants, conditions, products, and yield Conditions: time 1.75 hour. The yield is 32.0%. Product: C(C)(C)C=1SC(=C(N1)C1=CC=C(C=C1)OC)C1=CC=C(C=C1)OC (2-isopropyl-4,5-bis(p-methoxyphenyl)thiazole). Reported procedure: A solution of 4,5-bis(p-methoxyphenyl)-α,α-dimethyl-2-thiazoleacetic acid, methyl ester (0.70 g.; 0.0018 mole), 6 N sodium hydroxide (1.6 ml.) and methanol (15 ml.) was stirred at ambient temperature for 16 hours. Methanol was removed by rotary evaporation; the residue was slurried in water (30 ml.) and then adjusted to pH 2 with conc. hydrochloric acid. Decarboxylation occurred while the mixture stirred at ambient temperature for 1.75 hours. The mixture was extracted with methylene chloride. Th... The reactants are COC1=CC=C(C=C1)C=1N=C(SC1C1=CC=C(C=C1)OC)C(C(=O)OC)(C)C (4,5-bis(p-methoxyphenyl)-α,α-dimethyl-2-thiazoleacetic acid, methyl ester), [OH-].[Na+] (sodium hydroxide). Reaction SMILES: [CH3:1][O:2][C:3]1[CH:8]=[CH:7][C:6]([C:9]2[N:10]=[C:11]([C:22](C)([CH3:27])[C:23](OC)=O)[S:12][C:13]=2[C:14]2[CH:19]=[CH:18][C:17]([O:20][CH3:21])=[CH:16][CH:15]=2)=[CH:5][CH:4]=1.[OH-].[Na+]>CO>[CH:22]([C:11]1[S:12][C:13]([C:14]2[CH:15]=[CH:16][C:17]([O:20][CH3:21])=[CH:18][CH:19]=2)=[C:9]([C:6]2[CH:5]=[CH:4][C:3]([O:2][CH3:1])=[CH:8][CH:7]=2)[N:10]=1)([CH3:27])[CH3:23] |f:1.2|. The solvent is CO (methanol). The reactants are ClC1=CC(=CC=C1)C(=O)OO (m-chloroperbenzoic acid), C(C)(C)OC(C)C (diisopropylether), C1(CC1)C1=C(C(=NO1)SC)C(C1=C(C=C(C=C1)C(F)(F)F)S(=O)(=O)C)=O (5-Cyclopropyl-3-methylsulfanyl-4-(2-methanesulfonyl-4-trifluoromethylbenzoyl)isoxazole), C(C)(=O)OCC.CCCCCC (ethyl acetate hexane). The solvent is ClCCl (dichloromethane), ClCCl (dichloromethane). Conditions: time 18 hour. Yields the product C1(CC1)C1=C(C(=NO1)S(=O)C)C(C1=C(C=C(C=C1)C(F)(F)F)S(=O)(=O)C)=O (5-cyclopropyl-3-methylsulfinyl-4-(2-methanesulfonyl-4-trifluoromethylbenzoyl)isoxazole). Yield: 75.9%. Reaction SMILES: [CH:1]1([C:4]2[O:8][N:7]=[C:6]([S:9][CH3:10])[C:5]=2[C:11](=[O:26])[C:12]2[CH:17]=[CH:16][C:15]([C:18]([F:21])([F:20])[F:19])=[CH:14][C:13]=2[S:22]([CH3:25])(=[O:24])=[O:23])[CH2:3][CH2:2]1.ClC1C=CC=C(C(OO)=[O:35])C=1.C(OCC)(=O)C.CCCCCC.C(OC(C)C)(C)C>ClCCl>[CH:1]1([C:4]2[O:8][N:7]=[C:6]([S:9]([CH3:10])=[O:35])[C:5]=2[C:11](=[O:26])[C:12]2[CH:17]=[CH:16][C:15]([C:18]([F:19])([F:20])[F:21])=[CH:14][C:13]=2[S:22]([CH3:25])(=[O:23])=[O:24])[CH2:3][CH2:2]1 |f:2.3|. Procedure: 1.0 g (2.5 mmol) 5-Cyclopropyl-3-methylsulfanyl-4-(2-methanesulfonyl-4-trifluoromethylbenzoyl)isoxazole is dissolved in 12 ml dichloromethane. The solution is then cooled to a temperature of −5° C., and 0.62 g (70%, 2.5 mmol) m-chloroperbenzoic acid is added in portions. After 18 hours' agitation at a temperature of 0 to 5° C., the reaction mixture is diluted with dichloromethane and the resulting precipitate filtered off. The dichloromethane phase is successively extracted with 5% aqueous NaHCO... The reactants are CO (methanol), [OH-].[K+] (potassium hydroxide), CC(CC=CC1=CC2=C(C=C1)OCO2)CCC=C(C)C (1-(4,8-dimethyl-1,7-nonadienyl)-3,4-methylenedioxybenzene), CO (methanol), [BH4-].[Na+] (sodium borohydride), CO (methanol). The reagents and catalysts are C(C)(=O)[O-].C(C)(=O)[O-].[Hg+2] (mercury diacetate). Run at time 30 minute. Product: COC(CCCC(CC=CC1=CC2=C(C=C1)OCO2)C)(C)C (1-(8-methoxy-4,8-dimethyl-1-nonenyl)-3,4-methylenedioxybenzene). Reaction SMILES: [CH3:1][CH:2]([CH2:15][CH2:16][CH:17]=[C:18]([CH3:20])[CH3:19])[CH2:3][CH:4]=[CH:5][C:6]1[CH:11]=[CH:10][C:9]2[O:12][CH2:13][O:14][C:8]=2[CH:7]=1.[OH-:21].[K+].[BH4-].[Na+].[CH3:25]O>C([O-])(=O)C.C([O-])(=O)C.[Hg+2]>[CH3:25][O:21][C:18]([CH3:19])([CH3:20])[CH2:17][CH2:16][CH2:15][CH:2]([CH3:1])[CH2:3][CH:4]=[CH:5][C:6]1[CH:11]=[CH:10][C:9]2[O:12][CH2:13][O:14][C:8]=2[CH:7]=1 |f:1.2,3.4,6.7.8|. Reported procedure: A solution of 0.862 g (2.93 millimols) of mercury diacetate in 20 cc of absolute methanol is added dropwise, whilst stirring, at 0°-5°C, over the course of 15 minutes, to 0.50 g (1.84 millimols) of 1-(4,8-dimethyl-1,7-nonadienyl)-3,4-methylenedioxybenzene in 10 cc of absolute methanol. The mixture is stirred for a further 30 minutes at 0°-5°C. 0.72 g (12.8 millimols) of potassium hydroxide in 10 cc of methanol, followed by 0.053 g (1.40 millimols) of sodium borohydride, are subsequently added. T... The reactants are C(C1=CC=CC=C1)(=O)OCC1(CC1)CC#N (1-(benzoyloxymethyl)cyclopropaneacetonitrile), [N+](=[N-])=C (diazomethane), CCOCC (Et2O), [OH-].[K+] (KOH). Solvent: CCCCCC (hexane), C(C)O (ethanol). Conditions: temperature 10 celsius. Product: OCC1(CC1)CC(=O)OC (Methyl 1-(hydroxymethyl)cyclopropaneacetate). Yield: 50.0%. Reaction SMILES: C([O:9][CH2:10][C:11]1([CH2:14][C:15]#N)[CH2:13][CH2:12]1)(=O)C1C=CC=CC=1.[OH-:17].[K+].[N+](=C)=[N-].CC[O:24][CH2:25]C>C(O)C.CCCCCC>[OH:9][CH2:10][C:11]1([CH2:14][C:15]([O:24][CH3:25])=[O:17])[CH2:12][CH2:13]1 |f:1.2|. Reported procedure: The nitrile of Step 3 (0.388 mol) was dissolved in ethanol (400 mL), 8N KOH (800 mL) was added and the reaction mixture was heated to reflux overnight. Most of the ethanol was evaporated and ice was added to the mixture. Concentrated HCl was added (600 mL) dropwise at 0° C. (without warming over 10° C. inside the solution) until obtention of pH approx. 1. The acid was then extracted with EtOAc two times and the organic phases were washed 2 times with brine and dried over Na2SO4. The solvent was ... Reactants: CN1c2cccc(CO)c2Sc2c(C(O[SiH](C)C)C(C)(C)C)cccc21, CCOC(=O)N=NC(=O)OCC, O=C1NC(=O)c2ccccc21, C1CCOC1, c1ccc(P(c2ccccc2)c2ccccc2)cc1. Product: CN1c2cccc(CN3C(=O)c4ccccc4C3=O)c2Sc2c(C(O[SiH](C)C)C(C)(C)C)cccc21. Reaction SMILES: [C:13]([CH3:14])([CH3:15])([CH3:16])[CH:17]([c:18]1[c:19]2[c:28]([cH:29][cH:30][cH:31]1)[N:27]([CH3:32])[c:26]1[c:21]([c:22]([CH2:33][OH:34])[cH:23][cH:24][cH:25]1)[S:20]2)[O:35][SiH:36]([CH3:37])[CH3:38].[O:1]=[C:2]([O:3][CH2:4][CH3:5])[N:6]=[N:7][C:8]([O:9][CH2:10][CH3:11])=[O:12].[O:39]=[C:40]1[NH:41][C:42](=[O:43])[c:44]2[cH:45][cH:46][cH:47][cH:48][c:49]21.[O:69]1[CH2:70][CH2:71][CH2:72][CH2:73]1.[c:50]1([P:51]([c:52]2[cH:53][cH:54][cH:55][cH:56][cH:57]2)[c:58]2[cH:59][cH:60][cH:61][cH:62][cH:63]2)[cH:64][cH:65][cH:66][cH:67][cH:68]1>>[C:13]([CH3:14])([CH3:15])([CH3:16])[CH:17]([c:18]1[c:19]2[c:28]([cH:29][cH:30][cH:31]1)[N:27]([CH3:32])[c:26]1[c:21]([c:22]([CH2:33][N:41]3[C:40](=[O:39])[c:49]4[c:44]([cH:45][cH:46][cH:47][cH:48]4)[C:42]3=[O:43])[cH:23][cH:24][cH:25]1)[S:20]2)[O:35][SiH:36]([CH3:37])[CH3:38]. Reactants: C(C)OC(=O)C1=C(N=C(S1)Br)C(F)(F)F (2-bromo-4-trifluoromethyl-thiazole-5-carboxylic acid ethyl ester), C(CCC)[Sn](C1=NC=CC=N1)(CCCC)CCCC (2-tributylstannanyl-pyrimidine), [F-].[K+] (potassium fluoride), CCOC(=O)C (EtOAc). Reagents/catalysts: Cl[Pd]([P](C1=CC=CC=C1)(C2=CC=CC=C2)C3=CC=CC=C3)([P](C4=CC=CC=C4)(C5=CC=CC=C5)C6=CC=CC=C6)Cl (dichlorobis(triphenylphosphine)-palladium (II)). Run in O1CCOCC1 (dioxane). Conditions: temperature 110 celsius, time 1 hour. Yields the product C(C)OC(=O)C1=C(N=C(S1)C1=NC=CC=N1)C(F)(F)F (2-pyrimidin-2-yl-4-trifluoromethyl-thiazole-5-carboxylic acid ethyl ester). RXN SMILES: [CH2:1]([O:3][C:4]([C:6]1[S:10][C:9](Br)=[N:8][C:7]=1[C:12]([F:15])([F:14])[F:13])=[O:5])[CH3:2].C([Sn](CCCC)(CCCC)[C:21]1[N:26]=[CH:25][CH:24]=[CH:23][N:22]=1)CCC.[F-].[K+].CCOC(C)=O>O1CCOCC1.Cl[Pd](Cl)([P](C1C=CC=CC=1)(C1C=CC=CC=1)C1C=CC=CC=1)[P](C1C=CC=CC=1)(C1C=CC=CC=1)C1C=CC=CC=1>[CH2:1]([O:3][C:4]([C:6]1[S:10][C:9]([C:21]2[N:26]=[CH:25][CH:24]=[CH:23][N:22]=2)=[N:8][C:7]=1[C:12]([F:15])([F:14])[F:13])=[O:5])[CH3:2] |f:2.3,^1:51,70|. Reported procedure: A mixture of 2-bromo-4-trifluoromethyl-thiazole-5-carboxylic acid ethyl ester (303 mg), 2-tributylstannanyl-pyrimidine (553 mg) and dichlorobis(triphenylphosphine)-palladium (II) (70 mg) in dioxane (5 mL) is heated at 110° C. in a sealed tube overnight. After the reaction mixture is cooled, a potassium fluoride solution and EtOAc are added and the mixture is stirred for 1 h and filtered. The organic layer is separated and aqueous layer is extracted with EtOAc once. The combined extracts are conc... Starting materials: COC(=O)CBr, Cc1c(Cc2ccc(-n3cccn3)cc2)c(=O)[nH]c2c(Cl)ccc(O)c12. The product is COC(=O)COc1ccc(Cl)c2[nH]c(=O)c(Cc3ccc(-n4cccn4)cc3)c(C)c12. As a reaction SMILES: [CH3:27][O:28][C:29]([CH2:30][Br:31])=[O:32].[Cl:1][c:2]1[cH:3][cH:4][c:5]([OH:26])[c:6]2[c:7]([CH3:25])[c:8]([CH2:13][c:14]3[cH:15][cH:16][c:17](-[n:20]4[n:21][cH:22][cH:23][cH:24]4)[cH:18][cH:19]3)[c:9](=[O:12])[nH:10][c:11]12>>[Cl:1][c:2]1[cH:3][cH:4][c:5]([O:26][CH2:30][C:29]([O:28][CH3:27])=[O:32])[c:6]2[c:7]([CH3:25])[c:8]([CH2:13][c:14]3[cH:15][cH:16][c:17](-[n:20]4[n:21][cH:22][cH:23][cH:24]4)[cH:18][cH:19]3)[c:9](=[O:12])[nH:10][c:11]12. Reactants: [BH4-], C1COCCO1, CC(=O)O, NC(=O)c1ccc(-c2ccc(F)cc2)nc1, [Na+]. Product: NCc1ccc(-c2ccc(F)cc2)nc1. RXN SMILES: [BH4-:1].[CH2:23]1[O:24][CH2:25][CH2:26][O:27][CH2:28]1.[CH3:3][C:4](=[O:5])[OH:6].[F:7][c:8]1[cH:9][cH:10][c:11](-[c:14]2[n:15][cH:16][c:17]([C:18](=[O:19])[NH2:20])[cH:21][cH:22]2)[cH:12][cH:13]1.[Na+:2]>>[F:7][c:8]1[cH:9][cH:10][c:11](-[c:14]2[n:15][cH:16][c:17]([CH2:18][NH2:20])[cH:21][cH:22]2)[cH:12][cH:13]1.